Dataset: the Open Reaction Database (ORD), a public repository of structured organic reaction records. Task: describe an organic reaction: reactants, conditions, products, and yield Starting materials: [BH3-]C#N, CC(=O)C(Cc1ccc(Cl)cc1)OCC1CCC1, ClCCl, [Na+]. The product is CC(N)C(Cc1ccc(Cl)cc1)OCC1CCC1. RXN SMILES: [C:19](#[N:20])[BH3-:21].[CH:1]1([CH2:5][O:6][CH:7]([C:8]([CH3:9])=[O:10])[CH2:11][c:12]2[cH:13][cH:14][c:15]([Cl:18])[cH:16][cH:17]2)[CH2:2][CH2:3][CH2:4]1.[Cl:23][CH2:24][Cl:25].[Na+:22]>>[CH:1]1([CH2:5][O:6][CH:7]([CH:8]([CH3:9])[NH2:20])[CH2:11][c:12]2[cH:13][cH:14][c:15]([Cl:18])[cH:16][cH:17]2)[CH2:2][CH2:3][CH2:4]1.